Dataset: the Open Reaction Database (ORD), a public repository of structured organic reaction records. Task: describe an organic reaction: reactants, conditions, products, and yield Starting materials: N#Cc1ccc(NC(=O)Oc2ccccc2)cn1, CS(C)=O, CCOCC, CCN(C(C)C)C(C)C, Cl, Cl, N#Cc1ccc(N)cn1, FC(F)(F)c1ccc(Oc2cccc(C=C3CCNCC3)c2)nc1. The product is Cl, N#Cc1ccc(NC(=O)N2CCC(=Cc3cccc(Oc4ccc(C(F)(F)F)cn4)c3)CC2)cn1. Reaction SMILES: [C:26](#[N:27])[c:28]1[cH:29][cH:30][c:31]([NH:34][C:35]([O:36][c:38]2[cH:39][cH:40][cH:41][cH:42][cH:43]2)=[O:37])[cH:32][n:33]1.[CH3:63][S:64]([CH3:65])=[O:66].[CH3:67][CH2:68][O:69][CH2:70][CH3:71].[CH:53]([N:54]([CH:55]([CH3:56])[CH3:57])[CH2:58][CH3:59])([CH3:60])[CH3:61].[ClH:1].[ClH:62].[NH2:44][c:45]1[cH:46][n:47][c:48]([C:49]#[N:50])[cH:51][cH:52]1.[NH:2]1[CH2:3][CH2:4][C:5](=[CH:8][c:9]2[cH:10][c:11]([O:12][c:13]3[n:14][cH:15][c:16]([C:19]([F:20])([F:21])[F:22])[cH:17][cH:18]3)[cH:23][cH:24][cH:25]2)[CH2:6][CH2:7]1>>[ClH:1].[N:2]1([C:35]([NH:34][c:31]2[cH:30][cH:29][c:28]([C:26]#[N:27])[n:33][cH:32]2)=[O:36])[CH2:3][CH2:4][C:5](=[CH:8][c:9]2[cH:10][c:11]([O:12][c:13]3[n:14][cH:15][c:16]([C:19]([F:20])([F:21])[F:22])[cH:17][cH:18]3)[cH:23][cH:24][cH:25]2)[CH2:6][CH2:7]1. The reactants are ClCCCN1C(NC(C2=CC=CC=C12)=O)(C)C (1-(3-chloropropyl)-2,3-dihydro-2,2-dimethyl-4(1H)-quinazolinone), Cl.FC1=CC=C(C=C1)C(=O)C1CCNCC1 ((4-fluorophenyl) (4-piperidinyl)methanone hydrochloride), C([O-])([O-])=O.[Na+].[Na+] (sodium carbonate), [I-].[K+] (potassium iodide). Run in O (water), O (water), CC(CC(C)=O)C (4-methyl-2-pentanone). Yields the product FC1=CC=C(C(=O)C2CCN(CC2)CCCN2C(NC(C3=CC=CC=C23)=O)(C)C)C=C1 (1-[3-[4-(4-fluorobenzoyl)-1-piperidinyl]propyl]-2,3-dihydro-2,2-dimethyl-4(1H)-quinazolinone). The yield is 78.0%. Reaction SMILES: Cl[CH2:2][CH2:3][CH2:4][N:5]1[C:14]2[C:9](=[CH:10][CH:11]=[CH:12][CH:13]=2)[C:8](=[O:15])[NH:7][C:6]1([CH3:17])[CH3:16].Cl.[F:19][C:20]1[CH:25]=[CH:24][C:23]([C:26]([CH:28]2[CH2:33][CH2:32][NH:31][CH2:30][CH2:29]2)=[O:27])=[CH:22][CH:21]=1.C(=O)([O-])[O-].[Na+].[Na+].[I-].[K+]>O.CC(C)CC(=O)C>[F:19][C:20]1[CH:21]=[CH:22][C:23]([C:26]([CH:28]2[CH2:33][CH2:32][N:31]([CH2:2][CH2:3][CH2:4][N:5]3[C:14]4[C:9](=[CH:10][CH:11]=[CH:12][CH:13]=4)[C:8](=[O:15])[NH:7][C:6]3([CH3:17])[CH3:16])[CH2:30][CH2:29]2)=[O:27])=[CH:24][CH:25]=1 |f:1.2,3.4.5,6.7|. Reported procedure: A mixture of 5.6 parts of 1-(3-chloropropyl)-2,3-dihydro-2,2-dimethyl-4(1H)-quinazolinone, 4.9 parts of (4-fluorophenyl) (4-piperidinyl)methanone hydrochloride, 10 parts of sodium carbonate, 0.1 parts of potassium iodide and 200 parts of 4-methyl-2-pentanone is stirred and refluxed overnight with water-separator. The reaction mixture is cooled, water is added and the layers are separated. The 4-methyl-2-pentanone phase is dried, filtered and evaporated. The solid residue is purified by column-ch... The reactants are C1CCC2=NCCCN2CC1, Cc1ccccc1, Cc1ncc(Cl)cc1CO, [N-]=[N+]=NP(=O)(c1ccccc1)c1ccccc1. Product: Cc1ncc(Cl)cc1CN=[N+]=[N-]. RXN SMILES: [CH2:28]1[CH2:29][CH2:30][C:31]2=[N:36][CH2:35][CH2:34][CH2:33][N:32]2[CH2:37][CH2:38]1.[CH3:39][c:40]1[cH:41][cH:42][cH:43][cH:44][cH:45]1.[Cl:1][c:2]1[cH:3][c:4]([CH2:9][OH:10])[c:5]([CH3:8])[n:6][cH:7]1.[c:11]1([P:12]([c:13]2[cH:14][cH:15][cH:16][cH:17][cH:18]2)(=[O:19])[N:25]=[N+:26]=[N-:27])[cH:20][cH:21][cH:22][cH:23][cH:24]1>>[Cl:1][c:2]1[cH:3][c:4]([CH2:9][N:25]=[N+:26]=[N-:27])[c:5]([CH3:8])[n:6][cH:7]1. Reactants: COc1ccc(C)c(-c2cc(F)cc3c2OC(COS(=O)(=O)c2ccc(C)cc2)C3)c1, CN, Cl. As a reaction SMILES: [CH3:2][c:3]1[cH:4][cH:5][c:6]([S:7]([O:8][CH2:13][CH:14]2[O:15][c:16]3[c:17]([cH:19][c:20]([F:32])[cH:21][c:22]3-[c:23]3[c:24]([CH3:31])[cH:25][cH:26][c:27]([O:29][CH3:30])[cH:28]3)[CH2:18]2)(=[O:9])=[O:10])[cH:11][cH:12]1.[CH3:33][NH2:34].[ClH:1]>>[CH2:13]([CH:14]1[O:15][c:16]2[c:17]([cH:19][c:20]([F:32])[cH:21][c:22]2-[c:23]2[c:24]([CH3:31])[cH:25][cH:26][c:27]([O:29][CH3:30])[cH:28]2)[CH2:18]1)[NH:34][CH3:33]. Product: CNCC1Cc2cc(F)cc(-c3cc(OC)ccc3C)c2O1.